Dataset: the Open Reaction Database (ORD), a public repository of structured organic reaction records. Task: describe an organic reaction: reactants, conditions, products, and yield The reactants are CC(C)n1cnc(CCN)c1, CCC(=O)NC1CC(n2cnc3c(NCC(c4ccccc4)c4ccccc4)nc(Cl)nc32)C(O)C1O. Product: CCC(=O)NC1CC(n2cnc3c(NCC(c4ccccc4)c4ccccc4)nc(NCCc4cn(C(C)C)cn4)nc32)C(O)C1O. As a reaction SMILES: [CH:38]([CH3:39])([CH3:40])[n:41]1[cH:42][n:43][c:44]([CH2:46][CH2:47][NH2:48])[cH:45]1.[Cl:1][c:2]1[n:3][c:4]([NH:23][CH2:24][CH:25]([c:26]2[cH:27][cH:28][cH:29][cH:30][cH:31]2)[c:32]2[cH:33][cH:34][cH:35][cH:36][cH:37]2)[c:5]2[n:6][cH:7][n:8]([CH:11]3[CH:12]([OH:22])[CH:13]([OH:21])[CH:14]([NH:16][C:17]([CH2:18][CH3:19])=[O:20])[CH2:15]3)[c:9]2[n:10]1>>[c:2]1([NH:48][CH2:47][CH2:46][c:44]2[n:43][cH:42][n:41]([CH:38]([CH3:39])[CH3:40])[cH:45]2)[n:3][c:4]([NH:23][CH2:24][CH:25]([c:26]2[cH:27][cH:28][cH:29][cH:30][cH:31]2)[c:32]2[cH:33][cH:34][cH:35][cH:36][cH:37]2)[c:5]2[n:6][cH:7][n:8]([CH:11]3[CH:12]([OH:22])[CH:13]([OH:21])[CH:14]([NH:16][C:17]([CH2:18][CH3:19])=[O:20])[CH2:15]3)[c:9]2[n:10]1. Isolated yield 51.1%. Product: IC1=NNC2=C(C=CC=C12)CO ((3-iodo-1H-indazol-7-yl)-methanol). Run in CN(C)C=O (DMF). Starting materials: [OH-].[K+] (potassium hydroxide), II (iodine), N1N=CC2=CC=CC(=C12)CO ((1H-indazol-7-yl)-methanol). Procedure: In a round-bottomed flask, (1H-indazol-7-yl)-methanol (572 mg, 3.09 mmol) was dissolved in DMF (8 ml) and potassium hydroxide (671 mg, 12.0 mmol) and iodine (1.57 g, 6.18 mmol) were added. The dark brown suspension was stirred at room temperature overnight then quenched with aqueous 10% Na2S2O3 and extracted with diethyl ether (2×). The combined organic layers were washed twice with water and once with brine then dried over sodium sulfate, filtered and concentrated to give 433 mg (51%) of (3-iod... Run at time 8 hour. As a reaction SMILES: [NH:1]1[C:9]2[C:4](=[CH:5][CH:6]=[CH:7][C:8]=2[CH2:10][OH:11])[CH:3]=[N:2]1.[OH-].[K+].[I:14]I>CN(C=O)C>[I:14][C:3]1[C:4]2[C:9](=[C:8]([CH2:10][OH:11])[CH:7]=[CH:6][CH:5]=2)[NH:1][N:2]=1 |f:1.2|. Starting materials: C(=O)(O)[O-].[Na+] (NaHCO3), NC(C(=O)NC1C(CC2=CC=CC=C12)O)C(C)(C)C (2-Amino-N-(2-hydroxy-indan-1-yl)-3,3-dimethyl-butyramide), C(C)OC(=O)C1(C(C1)C=C)NC(=O)C1NCC(C1)OC1=CC(=NC2=CC(=CC=C12)OC)C1=CC=CC=C1 (1-{[4-(7-Methoxy-2-phenyl-quinolin-4-yloxy)-pyrrolidine-2-carbonyl]-amino}-2-vinyl-cyclopropanecarboxylic acid ethyl ester), C(=O)(O)[O-].[Na+] (NaHCO3), C(=O)(Cl)Cl (phosgene). Solvent: C1(=CC=CC=C1)C (toluene), C1CCOC1 (THF). Run at time 32 hour. The product is C(C)OC(=O)C1(C(C1)C=C)NC(=O)C1N(CC(C1)OC1=CC(=NC2=CC(=CC=C12)OC)C1=CC=CC=C1)C(NC(C(C)(C)C)C(NC1C(CC2=CC=CC=C12)O)=O)=O (1-{[1-[1-(2-Hydroxy-indan-1-ylcarbamoyl)-2,2-dimethyl-propylcarbamoyl]4-(7-methoxy-2-phenyl-quinolin-4-yloxy)-pyrrolidin e-2-carbonyl]-amino}-2-vinyl-cyclopropanecarboxylic acid ethyl ester). Reaction SMILES: [CH2:1]([O:3][C:4]([C:6]1([NH:11][C:12]([CH:14]2[CH2:18][CH:17]([O:19][C:20]3[C:29]4[C:24](=[CH:25][C:26]([O:30][CH3:31])=[CH:27][CH:28]=4)[N:23]=[C:22]([C:32]4[CH:37]=[CH:36][CH:35]=[CH:34][CH:33]=4)[CH:21]=3)[CH2:16][NH:15]2)=[O:13])[CH2:8][CH:7]1[CH:9]=[CH2:10])=[O:5])[CH3:2].[C:38]([O-:41])(O)=O.[Na+].C(Cl)(Cl)=O.[NH2:47][CH:48]([C:62]([CH3:65])([CH3:64])[CH3:63])[C:49]([NH:51][CH:52]1[C:60]2[C:55](=[CH:56][CH:57]=[CH:58][CH:59]=2)[CH2:54][CH:53]1[OH:61])=[O:50]>C1COCC1.C1(C)C=CC=CC=1>[CH2:1]([O:3][C:4]([C:6]1([NH:11][C:12]([CH:14]2[CH2:18][CH:17]([O:19][C:20]3[C:29]4[C:24](=[CH:25][C:26]([O:30][CH3:31])=[CH:27][CH:28]=4)[N:23]=[C:22]([C:32]4[CH:33]=[CH:34][CH:35]=[CH:36][CH:37]=4)[CH:21]=3)[CH2:16][N:15]2[C:38](=[O:41])[NH:47][CH:48]([C:49](=[O:50])[NH:51][CH:52]2[C:60]3[C:55](=[CH:56][CH:57]=[CH:58][CH:59]=3)[CH2:54][CH:53]2[OH:61])[C:62]([CH3:65])([CH3:63])[CH3:64])=[O:13])[CH2:8][CH:7]1[CH:9]=[CH2:10])=[O:5])[CH3:2] |f:1.2|. Procedure details: To a solution of compound 12 (0.13 mmol) in THF (2 mL), was added a large excess of NaHCO3 (s) and a solution of phosgene in toluene (1.6 M, 600 μL). After 10 min of agitation the slurry was filtered and concentrated to dryness. The solid was redissolved in dichloromethane and a large excess of NaHCO3 (s) and 2-Amino-N-(2-hydroxy-indan-1-yl)-3,3-dimethyl-butyramide (0.65 mmol) was added. The slurry was agitated for 24-40 hrs at RT. The slurry was filtered, concentrated and subjected to silica co... The reactants are C(C)(C)(C)OC(NCCCN(CC)CC1=CC(=CC=C1)C1=NC(=NC=C1F)Cl)=O ((3-{[3-(2-Chloro-5-fluoro-pyrimidin-4-yl)-benzyl]-ethyl-amino}-propyl)-carbamic acid tert-butyl ester), NCCC1=CC(=C(C=C1)O)Cl (4-(2-amino-ethyl)-2-chloro-phenol), 458. Product: NCCCN(CC)CC=1C=C(C=CC1)C1=NC(=NC=C1F)NCCC1=CC(=C(C=C1)O)Cl (4-{2-[4-(3-{[(3-Amino-propyl)-ethyl-amino]-methyl}-phenyl)-5-fluoro-pyrimidin-2-ylamino]-ethyl}-2-chloro-phenol). As a reaction SMILES: C(OC(=O)[NH:7][CH2:8][CH2:9][CH2:10][N:11]([CH2:14][C:15]1[CH:20]=[CH:19][CH:18]=[C:17]([C:21]2[C:26]([F:27])=[CH:25][N:24]=[C:23](Cl)[N:22]=2)[CH:16]=1)[CH2:12][CH3:13])(C)(C)C.[NH2:30][CH2:31][CH2:32][C:33]1[CH:38]=[CH:37][C:36]([OH:39])=[C:35]([Cl:40])[CH:34]=1>>[NH2:7][CH2:8][CH2:9][CH2:10][N:11]([CH2:14][C:15]1[CH:16]=[C:17]([C:21]2[C:26]([F:27])=[CH:25][N:24]=[C:23]([NH:30][CH2:31][CH2:32][C:33]3[CH:38]=[CH:37][C:36]([OH:39])=[C:35]([Cl:40])[CH:34]=3)[N:22]=2)[CH:18]=[CH:19][CH:20]=1)[CH2:12][CH3:13]. Procedure: Intermediate 78 was coupled with 4-(2-amino-ethyl)-2-chloro-phenol following procedure Q. The resulting product was deprotected following procedure R. LC-MS showed the product had the expected M+H+ of 458. 1H NMR (Varian 300 MHz, CD3OD, shifts relative to the solvent peak at 3.3 ppm) δ 8.28 (d, 1H), 8.17 (s, 2H), 7.66 (m, 2H), 7.17 (d, 1H), 6.97 (d, 1H), 6.78 (d, 1H), 4.48 (s, 2H), 3.59 (t, 2H), 3.24 (m, 4H), 2.98 (t, 2H), 2.79 (t, 2H), 2.06 (m, 2H), 1.36 (t, 3H). The reactants are CCOC(=O)c1cnc2cc(NC(=O)c3cccnc3-c3ccc(C(F)(F)F)cc3)ccc2c1, CO, [Li+], C1CCOC1, [OH-], O, O. Product: O=C(O)c1cnc2cc(NC(=O)c3cccnc3-c3ccc(C(F)(F)F)cc3)ccc2c1. As a reaction SMILES: [CH2:1]([CH3:2])[O:3][C:4](=[O:5])[c:6]1[cH:7][n:8][c:9]2[cH:10][c:11]([NH:16][C:17](=[O:18])[c:19]3[c:20](-[c:25]4[cH:26][cH:27][c:28]([C:31]([F:32])([F:33])[F:34])[cH:29][cH:30]4)[n:21][cH:22][cH:23][cH:24]3)[cH:12][cH:13][c:14]2[cH:15]1.[CH3:39][OH:40].[Li+:37].[O:41]1[CH2:42][CH2:43][CH2:44][CH2:45]1.[OH-:36].[OH2:35].[OH2:38]>>[O:3]=[C:4]([OH:5])[c:6]1[cH:7][n:8][c:9]2[cH:10][c:11]([NH:16][C:17](=[O:18])[c:19]3[c:20](-[c:25]4[cH:26][cH:27][c:28]([C:31]([F:32])([F:33])[F:34])[cH:29][cH:30]4)[n:21][cH:22][cH:23][cH:24]3)[cH:12][cH:13][c:14]2[cH:15]1. Starting materials: CC1(C=2C=CC(=CC2C(CC1)(C)C)C(=O)OC1=CC=C(C(=O)OCCCCCCCCCCCCCC)C=C1)C (n-Tetradecyl 4-(5,5,8,8-tetramethyl-5,6,7,8-tetrahydro-2-naphthoyloxy)benzoate), OC1=CC=C(C(=O)OCCCCCCCCCCCCCC)C=C1 (n-tetradecyl 4-hydroxybenzoate). Yields the product CC1(C=2C=CC(=CC2C(CC1)(C)C)C(=O)OC1=CC=C(C(=O)OCC)C=C1)C (Ethyl 4-(5,5,8,8-tetramethyl-5,6,7,8-tetrahydro-2-naphthoyloxy)benzoate). Reaction SMILES: [CH3:1][C:2]1([CH3:40])[CH2:11][CH2:10][C:9]([CH3:13])([CH3:12])[C:8]2[CH:7]=[C:6]([C:14]([O:16][C:17]3[CH:39]=[CH:38][C:20]([C:21]([O:23][CH2:24][CH2:25]CCCCCCCCCCCC)=[O:22])=[CH:19][CH:18]=3)=[O:15])[CH:5]=[CH:4][C:3]1=2.OC1C=CC(C(OCCCCCCCCCCCCCC)=O)=CC=1>>[CH3:40][C:2]1([CH3:1])[CH2:11][CH2:10][C:9]([CH3:12])([CH3:13])[C:8]2[CH:7]=[C:6]([C:14]([O:16][C:17]3[CH:18]=[CH:19][C:20]([C:21]([O:23][CH2:24][CH3:25])=[O:22])=[CH:38][CH:39]=3)=[O:15])[CH:5]=[CH:4][C:3]1=2. Procedure: n-Tetradecyl 4-(5,5,8,8-tetramethyl-5,6,7,8-tetrahydro-2-naphthoyloxy)benzoate-Using n-tetradecyl 4-hydroxybenzoate, the title compound was synthesized as a colorless oil. PMR (CDCl3): δ 0.83-0.94 (3H, m), 1.15-1.50 (34H, m), 1.70-1.85 (6H, m), 4.34 (2H, t, J~6.7 Hz), 7.29 (2H, d, J~8.7 Hz), 7.46 (1H, d, J~8.4 Hz), 7.95 (1H, dd, J~8.4 Hz, 1.8 Hz), 8.14 (2H, d, J~8.7 Hz), 8.16 (1H, d, J~1.8 Hz).